This data is from the Open Reaction Database (ORD), a public repository of structured organic reaction records. The task is: describe an organic reaction: reactants, conditions, products, and yield Starting materials: CCOC(=O)CC(=O)c1ccccc1, c1ccccc1, CC(C)C(c1ccc(N)c([N+](=O)[O-])c1)n1ccnc1. The product is CC(C)C(c1ccc(NC(=O)CC(=O)c2ccccc2)c([N+](=O)[O-])c1)n1ccnc1. Reaction SMILES: [O:20]=[C:21]([CH2:22][C:23](=[O:24])[O:25][CH2:26][CH3:27])[c:28]1[cH:29][cH:30][cH:31][cH:32][cH:33]1.[cH:34]1[cH:35][cH:36][cH:37][cH:38][cH:39]1.[n:1]1([CH:6]([CH:7]([CH3:8])[CH3:9])[c:10]2[cH:11][c:12]([N+:17](=[O:18])[O-:19])[c:13]([NH2:16])[cH:14][cH:15]2)[cH:2][n:3][cH:4][cH:5]1>>[n:1]1([CH:6]([CH:7]([CH3:8])[CH3:9])[c:10]2[cH:11][c:12]([N+:17](=[O:18])[O-:19])[c:13]([NH:16][C:23]([CH2:22][C:21](=[O:20])[c:28]3[cH:29][cH:30][cH:31][cH:32][cH:33]3)=[O:24])[cH:14][cH:15]2)[cH:2][n:3][cH:4][cH:5]1. Reactants: ( s ), C5, 1998b, CCCN(CCC)C1CCC=2C=CC=C(C2C1)O (8-OH-DPAT), C=1C=NC(=NC1)N2CCN(CC2)CCCCN3C(=O)CC4(CCCC4)CC3=O (buspirone), N[C@@H](CCC(=O)[O-])C(=O)[O-] (glutamate), CCCN(CCC)C1CCC=2C=CC=C(C2C1)O (8-OH-DPAT), C3, CCCN(CCC)C1CCC=2C=CC=C(C2C1)O (8-OH-DPAT), ( s ), C=1C=NC(=NC1)N2CCN(CC2)CCCCN3C(=O)CC4(CCCC4)CC3=O (buspirone), CCCN(CCC)C1CCC=2C=CC=C(C2C1)O (8-OH-DPAT), C=1C=CC2=C(C1)C(=O)N(C(=O)N2)CCN3CCC(CC3)C(=O)C=4C=CC(=CC4)F (ketanserin), CCCN(CCCl)C1CCC2=C(C1)C(=CC=C2)OC (8-MeO-CIEPAT), CCCN(CCC)C1CCC=2C=CC=C(C2C1)O (8-OH-DPAT), CCCN(CCC)C1CCC=2C=CC=C(C2C1)O (8-OH-DPAT). Conditions: time 24 hour. The product is CCCC(C)C1(C(=O)NC(=O)NC1=O)CC (pentobarbital). As a reaction SMILES: CCCN([CH:8]1[CH2:17][C:16]2[C:15]([OH:18])=[CH:14][CH:13]=[CH:12][C:11]=2[CH2:10]C1)CCC.C1C=NC(N2CCN(CCCCN3C(=O)CC4(CCCC4)CC3=O)CC2)=NC=1.N[C@H](C([O-])=O)CCC([O-])=O.C1C=CC2[NH:68][C:66](=[O:67])[N:65](CCN3CCC(C(C4C=CC(F)=CC=4)=O)CC3)[C:63](=[O:64])C=2C=1.CCCN(C1CC2C(OC)=CC=CC=2CC1)CCCl>>[CH3:14][CH2:13][CH2:12][CH:11]([C:16]1([CH2:17][CH3:8])[C:15](=[O:18])[NH:68][C:66](=[O:67])[NH:65][C:63]1=[O:64])[CH3:10]. Procedure: The mechanism(s) and site(s) whereby 5HT1A agonistic drugs act to improve respiration following SCI remain to be further investigated. However, the beneficial effects of 8-OH-DPAT and buspirone on p.i. respiration that we observed can not be owned to possible neuronal protection for two reasons. First, by 24 hours and 7 days p.i., major neuronal loss at or near injury epicenter already completed in the spinal cord (Noble and Wrathall, 1985 and 1989; Crowe et al., 1997; Teng et al., 1998b). Corre... Starting materials: C(C)C=1C(=C(C(=O)O)C=CC1)C (3-Ethyl-2-methyl-benzoic acid), CN(C)C=O (DMF), S(=O)(Cl)Cl (thionyl chloride). Product: C(C)C=1C(=C(C(=O)Cl)C=CC1)C (3-ethyl-2-methyl-benzoyl chloride). RXN SMILES: [CH2:1]([C:3]1[C:4]([CH3:12])=[C:5]([CH:9]=[CH:10][CH:11]=1)[C:6](O)=[O:7])[CH3:2].CN(C=O)C.S(Cl)([Cl:20])=O>>[CH2:1]([C:3]1[C:4]([CH3:12])=[C:5]([CH:9]=[CH:10][CH:11]=1)[C:6]([Cl:20])=[O:7])[CH3:2]. Procedure details: 3-Ethyl-2-methyl-benzoic acid (0.517 g) was refluxed in 3 mL of thionyl chloride with a drop of DMF for several hours. Thionyl chloride was removed in vacuo to yield 0.89 g (4.48 mmol) of 3-ethyl-2-methyl-benzoyl chloride. The acid chloride was dissolved in 5 mL of CH2Cl2 and added slowly and simultaneously but separately with 5 mL of aqueous NaOH (0.30 g, 7.5 mmol) to a solution of 3,5-dimethyl-benzoic acid N-tert-butyl-hydrazide (0.96 g, 4.36 mmol) dissolved in 10 mL of CH2Cl2 prechilled to −5...